This data is from the Open Reaction Database (ORD), a public repository of structured organic reaction records. The task is: describe an organic reaction: reactants, conditions, products, and yield Reactants: CI, CC(C)=O, CCN(C(C)C)C(C)C, C[N+]1(C)Cc2c(Cl)cc(Cl)cc2C(c2ccccc2)C1, Cl, O=C([O-])C(F)(F)F. The product is CN1Cc2c(Cl)cc(Cl)cc2C(c2ccccc2)C1. As a reaction SMILES: [CH3:28][I:29].[CH3:31][C:32](=[O:33])[CH3:34].[CH:35]([N:36]([CH:37]([CH3:38])[CH3:39])[CH2:40][CH3:41])([CH3:42])[CH3:43].[Cl:1][c:2]1[cH:3][c:4]2[c:9]([c:10]([Cl:12])[cH:11]1)[CH2:8][N+:7]([CH3:13])([CH3:14])[CH2:6][CH:5]2[c:15]1[cH:16][cH:17][cH:18][cH:19][cH:20]1.[ClH:30].[O-:21][C:22]([C:23]([F:24])([F:25])[F:26])=[O:27]>>[Cl:1][c:2]1[cH:3][c:4]2[c:9]([c:10]([Cl:12])[cH:11]1)[CH2:8][N:7]([CH3:13])[CH2:6][CH:5]2[c:15]1[cH:16][cH:17][cH:18][cH:19][cH:20]1. The reactants are CCO, CCOc1cccc(-n2cc(C(Nc3ccc(C(=O)OC)cc3)C3CCCCC3)c(CC)n2)c1, [Na+], [OH-]. Product: CCOc1cccc(-n2cc(C(Nc3ccc(C(=O)O)cc3)C3CCCCC3)c(CC)n2)c1. RXN SMILES: [CH3:37][CH2:38][OH:39].[CH:1]1([CH:7]([c:8]2[c:9]([CH2:22][CH3:23])[n:10][n:11](-[c:13]3[cH:14][c:15]([O:19][CH2:20][CH3:21])[cH:16][cH:17][cH:18]3)[cH:12]2)[NH:24][c:25]2[cH:26][cH:27][c:28]([C:29](=[O:30])[O:31][CH3:32])[cH:33][cH:34]2)[CH2:2][CH2:3][CH2:4][CH2:5][CH2:6]1.[Na+:36].[OH-:35]>>[CH:1]1([CH:7]([c:8]2[c:9]([CH2:22][CH3:23])[n:10][n:11](-[c:13]3[cH:14][c:15]([O:19][CH2:20][CH3:21])[cH:16][cH:17][cH:18]3)[cH:12]2)[NH:24][c:25]2[cH:26][cH:27][c:28]([C:29](=[O:30])[OH:31])[cH:33][cH:34]2)[CH2:2][CH2:3][CH2:4][CH2:5][CH2:6]1. The reactants are OCCN(C(=O)C1=CC=C(C=C1)C(=C1CCN(CC1)C(=O)OC(C)(C)C)Br)C (tert-butyl 4-((4-(N-(2-hydroxyethyl)-N-methylcarbamoyl)phenyl)bromomethylene)piperidine-1-carboxylate), N1=CC=CC2=CC=CC(=C12)B(O)O (8-quinolineboronic acid). Product: OCCN(C(=O)C1=CC=C(C=C1)C(=C1CCN(CC1)C(=O)OC(C)(C)C)C=1C=CC=C2C=CC=NC12)C (tert-butyl 4-((4-(N-(2-hydroxyethyl)-N-methylcarbamoyl)phenyl)(quinolin-8-yl)methylene)piperidine-1-carboxylate). RXN SMILES: [OH:1][CH2:2][CH2:3][N:4]([CH3:28])[C:5]([C:7]1[CH:12]=[CH:11][C:10]([C:13](Br)=[C:14]2[CH2:19][CH2:18][N:17]([C:20]([O:22][C:23]([CH3:26])([CH3:25])[CH3:24])=[O:21])[CH2:16][CH2:15]2)=[CH:9][CH:8]=1)=[O:6].[N:29]1[C:38]2[C:33](=[CH:34][CH:35]=[CH:36][C:37]=2B(O)O)[CH:32]=[CH:31][CH:30]=1>>[OH:1][CH2:2][CH2:3][N:4]([CH3:28])[C:5]([C:7]1[CH:12]=[CH:11][C:10]([C:13]([C:37]2[CH:36]=[CH:35][CH:34]=[C:33]3[C:38]=2[N:29]=[CH:30][CH:31]=[CH:32]3)=[C:14]2[CH2:19][CH2:18][N:17]([C:20]([O:22][C:23]([CH3:26])([CH3:25])[CH3:24])=[O:21])[CH2:16][CH2:15]2)=[CH:9][CH:8]=1)=[O:6]. Procedure: A still further embodiment is directed to a process for preparing N-(2-hydroxyethyl)-N-methyl-4-(quinolin-8-yl(1-(thiazol-4-ylmethyl)piperidin-4-ylidene)methyl)benzamide comprising reacting 2-(methylamino)ethanol with 4-((1-(tert-butoxycarbonyl)piperidin-4-ylidene)bromomethyl)benzoic acid to form tert-butyl 4-((4-(N-(2-hydroxyethyl)-N-methylcarbamoyl)phenyl)bromomethylene)piperidine-1-carboxylate; reacting the tert-butyl 4-((4-(N-(2-hydroxyethyl)-N-methylcarbamoyl)phenyl)bromomethylene)piperidin... RXN SMILES: [H-].[Na+].[NH:3]1[C:11]2[C:6](=[CH:7][C:8]([CH:12]=[O:13])=[CH:9][CH:10]=2)[CH:5]=[CH:4]1.[CH3:14][Si:15]([CH3:22])([CH3:21])[CH2:16][CH2:17][O:18][CH2:19]Cl.Cl>CN(C)C=O>[CH3:14][Si:15]([CH3:22])([CH3:21])[CH2:16][CH2:17][O:18][CH2:19][N:3]1[C:11]2[C:6](=[CH:7][C:8]([CH:12]=[O:13])=[CH:9][CH:10]=2)[CH:5]=[CH:4]1 |f:0.1|. Starting materials: N1C=CC2=CC(=CC=C12)C=O (indole-5-carboxaldehyde), Cl (HCl), [H-].[Na+] (sodium hydride), C[Si](CCOCCl)(C)C (2-(trimethylsilyl)-ethoxymethyl chloride). The solvent is CN(C=O)C (N,N-dimethylformamide), CN(C=O)C (N,N-dimethylformamide). Procedure: To a stirred suspension of 5.45, sodium hydride (55%) in mineral oil) in 100 ml N,N-dimethylformamide was added at 0-5° C. a solution of 16.8 g indole-5-carboxaldehyde in 100 ml N,N-dimethylformamide followed by 24.46 ml of 2-(trimethylsilyl)-ethoxymethyl chloride. The reaction mixture was then warmed up to ambient temperature and stirring continued for 16 hours. It was then poured onto ice, neutralized to pH 4 with HCl (1N) and extracted 3 times with ethyl acetate. The combined organic phases w... Reaction conditions: time 16 hour. Product: C[Si](CCOCN1C=CC2=CC(=CC=C12)C=O)(C)C (1-(2-trimethylsilanyl-ethoxymethyl)-1H-indole-5-carbaldehyde). Starting materials: NC1=C(C(=C2C(=N1)CCC2)C2=CC=CC=C2)C#N (2-Amino-4-phenyl-6,7-dihydro-5H-cyclopenta[b]pyridine-3-carbonitrile), N(=O)OCCC(C)C (isopentyl nitrite), Cl (hydrochloric acid). Reagents/catalysts: [Cu](Cl)Cl (copper(II) chloride). Solvent: O1CCCC1 (tetrahydrofuran). Product: ClC1=C(C(=C2C(=N1)CCC2)C2=CC=CC=C2)C#N (2-Chloro-4-phenyl-6,7-dihydro-5H-cyclopenta[b]pyridine-3-carbonitrile). RXN SMILES: N[C:2]1[N:7]=[C:6]2[CH2:8][CH2:9][CH2:10][C:5]2=[C:4]([C:11]2[CH:16]=[CH:15][CH:14]=[CH:13][CH:12]=2)[C:3]=1[C:17]#[N:18].N(OCCC(C)C)=O.[ClH:27]>O1CCCC1.[Cu](Cl)Cl>[Cl:27][C:2]1[N:7]=[C:6]2[CH2:8][CH2:9][CH2:10][C:5]2=[C:4]([C:11]2[CH:16]=[CH:15][CH:14]=[CH:13][CH:12]=2)[C:3]=1[C:17]#[N:18]. Procedure: Under argon, 500 mg (2.12 mmol) of the compound from Example 16A, 0.57 ml (4.25 mmol) of isopentyl nitrite and 571 mg (4.25 mmol) of copper(II) chloride in 21 ml of tetrahydrofuran were heated under reflux for 6 h. After cooling, 1 N hydrochloric acid was added and the reaction mixture was extracted with ethyl acetate. The organic phase was washed with water and a saturated aqueous sodium chloride solution, dried over magnesium sulfate and freed from the solvent on a rotary evaporator. The resid... Reactants: C(C)N(CC)S(F)(F)F (diethylaminosulfurtrifluoride), C(CCCCCCC)OC=1C(NC(=NC1)C1=CC=C(C=C1)OCCCCCCCC)=O (5-octyloxy-2-(4-octyloxyphenyl)pyrimidin-4-one), C([O-])(O)=O.[Na+] (sodium bicarbonate). Run in ClCCl (dichloromethane), ClCCl (dichloromethane). Reaction conditions: time 8 hour. Yields the product FC1=NC(=NC=C1OCCCCCCCC)C1=CC=C(C=C1)OCCCCCCCC (4-Fluoro-5-octyloxy-2-(4-octyloxyphenyl)pyrimidine). RXN SMILES: C(N(S(F)(F)[F:7])CC)C.[CH2:10]([O:18][C:19]1[C:20](=O)[NH:21][C:22]([C:25]2[CH:30]=[CH:29][C:28]([O:31][CH2:32][CH2:33][CH2:34][CH2:35][CH2:36][CH2:37][CH2:38][CH3:39])=[CH:27][CH:26]=2)=[N:23][CH:24]=1)[CH2:11][CH2:12][CH2:13][CH2:14][CH2:15][CH2:16][CH3:17].C(=O)(O)[O-].[Na+]>ClCCl>[F:7][C:20]1[C:19]([O:18][CH2:10][CH2:11][CH2:12][CH2:13][CH2:14][CH2:15][CH2:16][CH3:17])=[CH:24][N:23]=[C:22]([C:25]2[CH:30]=[CH:29][C:28]([O:31][CH2:32][CH2:33][CH2:34][CH2:35][CH2:36][CH2:37][CH2:38][CH3:39])=[CH:27][CH:26]=2)[N:21]=1 |f:2.3|. Procedure details: A solution of 0.7 ml of diethylaminosulfurtrifluoride (DAST) in 10 ml of dichloromethane is added in the course of 10 minutes, at 0° C., to a suspension of 2.1 g of 5-octyloxy-2-(4-octyloxyphenyl)pyrimidin-4-one (prepared, for example, in accordance with Boller et al., Z. Naturf. 33b, 433 (1978)) in 30 ml of dichloromethane. After 8 h at 40° C., aqueous sodium bicarbonate solution is added. After chromatography and recrystallization from acetonitrile, the organic phase yields 0.7 g of colorless ...